Dataset: the Open Reaction Database (ORD), a public repository of structured organic reaction records. Task: describe an organic reaction: reactants, conditions, products, and yield Starting materials: CO, CCC=O, NC(=O)c1cccc2nc(-c3ccc(C4CCCCN4)cc3F)oc12. Yields the product CCCN1CCCCC1c1ccc(-c2nc3cccc(C(N)=O)c3o2)c(F)c1. Reaction SMILES: [CH3:30][OH:31].[CH:26]([CH2:27][CH3:28])=[O:29].[F:1][c:2]1[c:3](-[c:14]2[o:15][c:16]3[c:17]([n:18]2)[cH:19][cH:20][cH:21][c:22]3[C:23](=[O:24])[NH2:25])[cH:4][cH:5][c:6]([CH:8]2[NH:9][CH2:10][CH2:11][CH2:12][CH2:13]2)[cH:7]1>>[F:1][c:2]1[c:3](-[c:14]2[o:15][c:16]3[c:17]([n:18]2)[cH:19][cH:20][cH:21][c:22]3[C:23](=[O:24])[NH2:25])[cH:4][cH:5][c:6]([CH:8]2[N:9]([CH2:26][CH2:27][CH3:28])[CH2:10][CH2:11][CH2:12][CH2:13]2)[cH:7]1. Starting materials: C[C@H]1[C@H]([C@H](C[C@@H](O1)O[C@H]2C[C@@](CC=3C2=C(C4=C(C3O)C(=O)C5=CC=CC(=C5C4=O)OC)O)(C(=O)CO)O)N)O.Cl (Doxorubicin hydrochloride), DNA, nucleic acid, C1=CC=CC=2C(C3=CC4=CC=CC=C4C=C3C(C12)=O)=O (5,12-Naphthacenedione), (8s-cis)-10-[(3-amino-2,3,6-trideoxy-a-L-lyxo-hexopyranosyl)oxy]-7,8,9,10-tetrahydro-6,8,11-trihydroxy-8-(hydroxyacetyl)-1-methoxy-hydrochloride. Yields the product C[C@H]1[C@H]([C@H](C[C@@H](O1)O[C@H]2C[C@@](CC=3C2=C(C4=C(C3O)C(=O)C5=CC=CC(=C5C4=O)OC)O)(C(=O)CO)O)N)O (Doxorubicin). Reaction SMILES: [CH3:1][C@@H:2]1[O:7][C@@H:6]([O:8][C@@H:9]2[C:14]3=[C:15]([OH:32])[C:16]4[C:28](=[O:29])[C:27]5[C:22](=[CH:23][CH:24]=[CH:25][C:26]=5[O:30][CH3:31])[C:20](=[O:21])[C:17]=4[C:18]([OH:19])=[C:13]3[CH2:12][C@@:11]([OH:37])([C:33]([CH2:35][OH:36])=[O:34])[CH2:10]2)[CH2:5][C@H:4]([NH2:38])[C@@H:3]1[OH:39].Cl.C1C2C(=O)C3C(=CC4C(C=3)=CC=CC=4)C(=O)C=2C=CC=1>>[CH3:1][C@@H:2]1[O:7][C@@H:6]([O:8][C@@H:9]2[C:14]3=[C:15]([OH:32])[C:16]4[C:28](=[O:29])[C:27]5[C:22](=[CH:23][CH:24]=[CH:25][C:26]=5[O:30][CH3:31])[C:20](=[O:21])[C:17]=4[C:18]([OH:19])=[C:13]3[CH2:12][C@@:11]([OH:37])([C:33]([CH2:35][OH:36])=[O:34])[CH2:10]2)[CH2:5][C@H:4]([NH2:38])[C@@H:3]1[OH:39] |f:0.1|. Procedure: Doxorubicin hydrochloride, 5,12-Naphthacenedione, (8s-cis)-10-[(3-amino-2,3,6-trideoxy-a-L-lyxo-hexopyranosyl)oxy]-7,8,9,10-tetrahydro-6,8,11-trihydroxy-8-(hydroxyacetyl)-1-methoxy-hydrochloride (hydroxydaunorubicin hydrochloride, Adriamycin) is used in a wide antineoplastic spectrum. It binds to DNA and inhibits nucleic acid synthesis, inhibits mitosis and promotes chromosomal aberrations. The reactants are ice water, C(O)([O-])=O.[Na+] (sodium hydrogencarbonate), ClC1=CC=C(/C=C/S(=O)(=O)N(CC(=O)OCC)CC(OCC)OCC)C=C1 (ethyl 2-[((E)-4-chlorostyrylsulfonyl) (2,2-diethoxyethyl)amino]acetate), C(Cl)(Cl)Cl (chloroform), FC(C(=O)O)(F)F (trifluoroacetic acid). The solvent is O (water). Conditions: time 4 hour. Product: ClC1=CC=C(/C=C/S(=O)(=O)N(CC(=O)OCC)CC=O)C=C1 (ethyl 2-[((E)-4-chlorostyrylsulfonyl)(formylmethyl)amino]acetate). The yield is 77.1%. Reaction SMILES: [Cl:1][C:2]1[CH:27]=[CH:26][C:5](/[CH:6]=[CH:7]/[S:8]([N:11]([CH2:18][CH:19](OCC)[O:20]CC)[CH2:12][C:13]([O:15][CH2:16][CH3:17])=[O:14])(=[O:10])=[O:9])=[CH:4][CH:3]=1.C(Cl)(Cl)Cl.FC(F)(F)C(O)=O.C(=O)([O-])O.[Na+]>O>[Cl:1][C:2]1[CH:3]=[CH:4][C:5](/[CH:6]=[CH:7]/[S:8]([N:11]([CH2:18][CH:19]=[O:20])[CH2:12][C:13]([O:15][CH2:16][CH3:17])=[O:14])(=[O:9])=[O:10])=[CH:26][CH:27]=1 |f:3.4|. Procedure: To a mixed solution of the compound obtained in Step 1 (2.00 g), chloroform (9.5 ml) and water (9.5 ml) was added trifluoroacetic acid (13.5 ml) under cooling with ice water. The reaction mixture was stirred at room temperature for 4 hours, adjusted to pH 8 with saturated aqueous solution of sodium hydrogencarbonate and extracted with methylene chloride. The organic layer was dried over anhydrous sodium sulfate and thereafter the solvent was distilled off under reduced pressure. The resulting re...